From a dataset of the Open Reaction Database (ORD), a public repository of structured organic reaction records. describe an organic reaction: reactants, conditions, products, and yield The reactants are C1CCC2=NCCCN2CC1 (DBU), [Cl-].[NH4+] (ammonium chloride), FC1=CC=C(C=C1)C#CC(C(C)N1C(C2=CC=CC=C2C1=O)=O)=O (2-(5-(4-fluorophenyl)-3-oxopent-4-yn-2-yl)isoindoline-1,3-dione), [I-].N[N+]1=CC=CC=C1 (N-aminopyridinium iodide). The solvent is C(C)#N (acetonitrile), C(C)(=O)OCC (ethyl acetate), C(C)#N (acetonitrile). Reaction conditions: time 8 hour. The product is FC1=CC=C(C=C1)C1=NN2C(C=CC=C2)=C1C(C(C)N1C(C2=CC=CC=C2C1=O)=O)=O (2-(1-(2-(4-fluorophenyl)pyrazolo[1,5-a]pyridin-3-yl)-1-oxopropan-2-yl)isoindoline-1,3-dione). As a reaction SMILES: [F:1][C:2]1[CH:7]=[CH:6][C:5]([C:8]#[C:9][C:10](=[O:24])[CH:11]([N:13]2[C:21](=[O:22])[C:20]3[C:15](=[CH:16][CH:17]=[CH:18][CH:19]=3)[C:14]2=[O:23])[CH3:12])=[CH:4][CH:3]=1.[I-].[NH2:26][N+:27]1[CH:32]=[CH:31][CH:30]=[CH:29][CH:28]=1.C1CCN2C(=NCCC2)CC1.[Cl-].[NH4+]>C(#N)C.C(OCC)(=O)C>[F:1][C:2]1[CH:7]=[CH:6][C:5]([C:8]2[C:9]([C:10](=[O:24])[CH:11]([N:13]3[C:21](=[O:22])[C:20]4[C:15](=[CH:16][CH:17]=[CH:18][CH:19]=4)[C:14]3=[O:23])[CH3:12])=[C:28]3[CH:29]=[CH:30][CH:31]=[CH:32][N:27]3[N:26]=2)=[CH:4][CH:3]=1 |f:1.2,4.5|. Procedure details: To a mixture of 1.1 g (3.4 mmol) of 2-(5-(4-fluorophenyl)-3-oxopent-4-yn-2-yl)isoindoline-1,3-dione and 785 mg (3.4 mmol) of N-aminopyridinium iodide in 10 ml of acetonitrile was added dropwise 1.04 g of DBU in 5 ml of acetonitrile at 0° C. for 20 minutes under a nitrogen atmosphere. The reaction was stirred at RT overnight, and it was worked up with ethyl acetate and ammonium chloride to produce 2-(1-(2-(4-fluorophenyl)pyrazolo[1,5-a]pyridin-3-yl)-1-oxopropan-2-yl)isoindoline-1,3-dione as a cru... The reactants are O1C(=NC2=C1C=CC=C2)N(C)CCOC2=CC=C(C=C2)CC(C(=O)OC)Cl (methyl 3-[4-[2-[N-(2-benzoxazolyl)-N-methylamino]ethoxy]phenyl]-2-chloropropanoate), CC1=CC=C(C=C1)S (ρ-Thiocresol), ice, [H-].[Na+] (sodium hydride). Run in CN(C=O)C (N,N-dimethylformamide), CN(C=O)C (N, N-dimethylformamide), O (water). Product: O1C(=NC2=C1C=CC=C2)N(C)CCOC2=CC=C(C=C2)CC(C(=O)OC)SC2=CC=C(C=C2)C (Methyl 3-[4-[2-[N-(2-benzoxazolyl)-N-methylamino]ethoxy]phenyl]-2-(4-methylphenylthio)propanoate). Reaction SMILES: [CH3:1][C:2]1[CH:7]=[CH:6][C:5]([SH:8])=[CH:4][CH:3]=1.[H-].[Na+].[O:11]1[C:15]2[CH:16]=[CH:17][CH:18]=[CH:19][C:14]=2[N:13]=[C:12]1[N:20]([CH2:22][CH2:23][O:24][C:25]1[CH:30]=[CH:29][C:28]([CH2:31][CH:32](Cl)[C:33]([O:35][CH3:36])=[O:34])=[CH:27][CH:26]=1)[CH3:21]>CN(C)C=O.O>[O:11]1[C:15]2[CH:16]=[CH:17][CH:18]=[CH:19][C:14]=2[N:13]=[C:12]1[N:20]([CH2:22][CH2:23][O:24][C:25]1[CH:26]=[CH:27][C:28]([CH2:31][CH:32]([S:8][C:5]2[CH:6]=[CH:7][C:2]([CH3:1])=[CH:3][CH:4]=2)[C:33]([O:35][CH3:36])=[O:34])=[CH:29][CH:30]=1)[CH3:21] |f:1.2|. Procedure: ρ-Thiocresol (0.43 g) was added slowly to an ice-cooled, stirred suspension of sodium hydride (60% dispersion in oil, 0.14 g) in dry N, N-dimethylformamide (23 mL,) under N2. The mixture was allowed to warm to room temperature over 30 minutes prior to the addition of a solution of methyl 3-[4-[2-[N-(2-benzoxazolyl)-N-methylamino]ethoxy]phenyl]-2-chloropropanoate (1.31 g) in dry N,N-dimethylformamide (16 mL) and the mixture was then left stirring at room temperature for a further 12 hrs. The reac... Starting materials: CC(=O)OC(C)c1noc2ccccc12, CCO, [K+], [OH-], O. As a reaction SMILES: [C:1](=[O:2])([CH3:3])[O:4][CH:5]([CH3:6])[c:7]1[n:8][o:9][c:10]2[c:11]1[cH:12][cH:13][cH:14][cH:15]2.[CH3:18][CH2:19][OH:20].[K+:17].[OH-:16].[OH2:21]>>[OH:4][CH:5]([CH3:6])[c:7]1[n:8][o:9][c:10]2[c:11]1[cH:12][cH:13][cH:14][cH:15]2. The product is CC(O)c1noc2ccccc12. Starting materials: C(#N)C=1C=C(C(=O)O)C=CC1 (3-cyano-benzoic acid), C1(=C(C=CC=C1)N)N (o-phenylenediamine). Yields the product NCC=1C=C(C(=O)NC2=C(C=CC=C2)N)C=CC1 (3-(aminomethyl)-N-(2-aminophenyl)benzamide). The yield is 29.0%. Reaction SMILES: [C:1]([C:3]1[CH:4]=[C:5]([CH:9]=[CH:10][CH:11]=1)[C:6]([OH:8])=O)#[N:2].[C:12]1([NH2:19])[CH:17]=[CH:16][CH:15]=[CH:14][C:13]=1[NH2:18]>>[NH2:2][CH2:1][C:3]1[CH:4]=[C:5]([CH:9]=[CH:10][CH:11]=1)[C:6]([NH:18][C:13]1[CH:14]=[CH:15][CH:16]=[CH:17][C:12]=1[NH2:19])=[O:8]. Procedure: The title compound (140 mg, 58% yield) was prepared as a grey solid from 3-cyano-benzoic acid (294 mg, 2 mmol) and o-phenylenediamine (432 mg, 4 mmol) by an analogous procedure to that described in example 8. LC-MS (m/z) 242 (M+1). The reactants are [OH-].[Na+] (sodium hydroxide), C(C)OC(COC1=C(C=C(C=C1)OC1=CC(=CC(=C1)C#CCN1CCOCC1)OCC(C)C)C)=O ({4-[3-Isobutoxy-5-(3-morpholin-4-yl-prop-1-ynyl)-phenoxy]-2-methyl-phenoxy}-acetic acid ethyl ester), Cl (hydrochloric acid). The solvent is C(C)O (ethanol). Conditions: time 16 hour. Product: C(C(C)C)OC=1C=C(OC2=CC(=C(OCC(=O)O)C=C2)C)C=C(C1)C#CCN1CCOCC1 ({4-[3-Isobutoxy-5-(3-morpholin-4-yl-prop-1-ynyl)-phenoxy]-2-methylphenoxy}-acetic Acid). Reaction SMILES: C([O:3][C:4](=[O:35])[CH2:5][O:6][C:7]1[CH:12]=[CH:11][C:10]([O:13][C:14]2[CH:19]=[C:18]([C:20]#[C:21][CH2:22][N:23]3[CH2:28][CH2:27][O:26][CH2:25][CH2:24]3)[CH:17]=[C:16]([O:29][CH2:30][CH:31]([CH3:33])[CH3:32])[CH:15]=2)=[CH:9][C:8]=1[CH3:34])C.[OH-].[Na+].Cl>C(O)C>[CH2:30]([O:29][C:16]1[CH:15]=[C:14]([CH:19]=[C:18]([C:20]#[C:21][CH2:22][N:23]2[CH2:24][CH2:25][O:26][CH2:27][CH2:28]2)[CH:17]=1)[O:13][C:10]1[CH:11]=[CH:12][C:7]([O:6][CH2:5][C:4]([OH:35])=[O:3])=[C:8]([CH3:34])[CH:9]=1)[CH:31]([CH3:33])[CH3:32] |f:1.2|. Reported procedure: {4-[3-Isobutoxy-5-(3-morpholin-4-yl-prop-1-ynyl)-phenoxy]-2-methyl-phenoxy}-acetic acid ethyl ester (260 mg; 0.56 mmol) was dissolved in ethanol (15 mL), and aqueous 1 N sodium hydroxide (3 mL) was added. The reaction mixture was stirred for 16 h. acidified with 1 N aqueous hydrochloric acid and extracted with ethyl acetate. The organic phase was dried and evaporated to dryness and purified by prep HPLC (method B). Yield: 180 mg; 72%. HPLC-MS: m/z: 454.6 (M+H)+; Rt: 1.77 min. δH (400 MHz; CDCl3)...